Dataset: the Open Reaction Database (ORD), a public repository of structured organic reaction records. Task: describe an organic reaction: reactants, conditions, products, and yield The reactants are C(#N)C1=NC=CC=C1OCC(=O)OCC (2-cyano-3-(ethoxycarbonylmethoxy)pyridine), Cl (HCl). Reagents/catalysts: [Pd] (palladium on charcoal). The solvent is C(C)O (ethanol). Conditions: time 4 hour. The product is Cl.Cl.NCC1=NC=CC=C1OCC(=O)OCC (2-aminomethyl-3-(ethoxycarbonylmethoxy)pyridine dihydrochloride). Reaction SMILES: [C:1]([C:3]1[C:8]([O:9][CH2:10][C:11]([O:13][CH2:14][CH3:15])=[O:12])=[CH:7][CH:6]=[CH:5][N:4]=1)#[N:2].[ClH:16]>C(O)C.[Pd]>[ClH:16].[ClH:16].[NH2:2][CH2:1][C:3]1[C:8]([O:9][CH2:10][C:11]([O:13][CH2:14][CH3:15])=[O:12])=[CH:7][CH:6]=[CH:5][N:4]=1 |f:4.5.6|. Reported procedure: To a solution of 2-cyano-3-(ethoxycarbonylmethoxy)pyridine (3.2 g, 15.52 mmol) in 180 ml of ethanol is added concentrated aqueous HCl (2.92 ml, 35 mmol) and 10% palladium on charcoal (1.5 g). After stirring for 4 hours under a hydrogen pressure of 4 bar, the mixture is filtered through celite, rinsed with ethanol and evaporated. The 2-aminomethyl-3-(ethoxycarbonylmethoxy)pyridine dihydrochloride thus obtained is sufficiently pure and used in the next step without further purification. Yield: 3.8... The reactants are CCN(C(C)C)C(C)C (DIEA), N1=CN(C2=NC=CC=C21)CC2=CC1=C(N=C(S1)S(=O)C)C=C2 (6-((3H-imidazo[4,5-b]pyridin-3-yl)methyl)-2-(methylsulfinyl)benzo[d]thiazole), N1=CN(C2=NC=CC=C21)CC2=CC1=C(N=C(S1)S(=O)(=O)C)C=C2 (6-((3H-imidazo[4,5-b]pyridin-3-yl)methyl)-2-(methylsulfonyl)benzo[d]thiazole), N[C@@H](CO)C1CCCCC1 ((R)-2-amino-2-cyclohexylethanol). The solvent is CC(=O)N(C)C (DMA). Run at temperature 120 celsius, time 15 hour. Product: N1=CN(C2=NC=CC=C21)CC2=CC1=C(N=C(S1)N[C@@H](CO)C1CCCCC1)C=C2 ((R)-2-((6-((3H-imidazo[4,5-b]pyridin-3-yl)methyl)benzo[d]thiazol-2-yl)amino)-2-cyclohexylethanol). Reaction SMILES: [N:1]1[C:9]2[C:4](=[N:5][CH:6]=[CH:7][CH:8]=2)[N:3]([CH2:10][C:11]2[CH:22]=[CH:21][C:14]3[N:15]=[C:16](S(C)=O)[S:17][C:13]=3[CH:12]=2)[CH:2]=1.N1C2C(=NC=CC=2)N(CC2C=CC3N=C(S(C)(=O)=O)SC=3C=2)C=1.[NH2:46][C@H:47]([CH:50]1[CH2:55][CH2:54][CH2:53][CH2:52][CH2:51]1)[CH2:48][OH:49].CCN(C(C)C)C(C)C>CC(N(C)C)=O>[N:1]1[C:9]2[C:4](=[N:5][CH:6]=[CH:7][CH:8]=2)[N:3]([CH2:10][C:11]2[CH:22]=[CH:21][C:14]3[N:15]=[C:16]([NH:46][C@H:47]([CH:50]4[CH2:55][CH2:54][CH2:53][CH2:52][CH2:51]4)[CH2:48][OH:49])[S:17][C:13]=3[CH:12]=2)[CH:2]=1. Procedure: A 4:1 mixture of 6-((3H-imidazo[4,5-b]pyridin-3-yl)methyl)-2-(methylsulfinyl)benzo[d]thiazole and 6-((3H-imidazo[4,5-b]pyridin-3-yl)methyl)-2-(methylsulfonyl)benzo[d]thiazole (120 mg) from Step 2 of Example 63 was dissolved in anhydrous DMA (2 mL), and then (R)-2-amino-2-cyclohexylethanol (209 mg, 1.46 mmol) from Step 1 of this Example and DIEA (188 mg, 1.46 mmol) were added. The reaction vessel was sealed and the mixture was heated with stirring at 120° C. for 15 h. After cooling to rt, the mix...